This data is from the Open Reaction Database (ORD), a public repository of structured organic reaction records. The task is: describe an organic reaction: reactants, conditions, products, and yield The reactants are CCn1cc(C(=O)O)c(=O)c2cc(F)c(F)cc21, NC1CC1N, c1ccncc1. As a reaction SMILES: [CH2:1]([CH3:2])[n:3]1[cH:4][c:5]([C:16](=[O:17])[OH:18])[c:6](=[O:15])[c:7]2[cH:8][c:9]([F:14])[c:10]([F:13])[cH:11][c:12]12.[NH2:19][CH:20]1[CH:21]([NH2:23])[CH2:22]1.[cH:24]1[cH:25][cH:26][n:27][cH:28][cH:29]1>>[CH2:1]([CH3:2])[n:3]1[cH:4][c:5]([C:16](=[O:17])[OH:18])[c:6](=[O:15])[c:7]2[cH:8][c:9]([F:14])[c:10]([NH:23][CH:21]3[CH:20]([NH2:19])[CH2:22]3)[cH:11][c:12]12. Product: CCn1cc(C(=O)O)c(=O)c2cc(F)c(NC3CC3N)cc21. Yields the product CCOC(=O)C(O)CC(O)CC(=O)OC(C)(C)C. RXN SMILES: [BH3:26].[BH4-:27].[CH2:1]([B:2]([CH2:3][CH3:4])[CH2:5][CH3:6])[CH3:7].[CH2:33]1[O:34][CH2:35][CH2:36][CH2:37]1.[CH3:29][C:30](=[O:31])[Cl:32].[CH3:38][OH:39].[Na+:28].[OH:8][CH:9]([C:10](=[O:11])[O:12][CH2:13][CH3:14])[CH2:15][C:16]([CH2:17][C:18](=[O:19])[O:20][C:21]([CH3:22])([CH3:23])[CH3:24])=[O:25]>>[OH:8][CH:9]([C:10](=[O:11])[O:12][CH2:13][CH3:14])[CH2:15][CH:16]([CH2:17][C:18](=[O:19])[O:20][C:21]([CH3:22])([CH3:23])[CH3:24])[OH:25]. The reactants are B, [BH4-], CCB(CC)CC, C1CCOC1, CC(=O)Cl, CO, [Na+], CCOC(=O)C(O)CC(=O)CC(=O)OC(C)(C)C. Starting materials: COC(=O)C1=C(C2=C(N=CN=C2Cl)S1)C (4-Chloro-5-methyl-thieno[2,3-d]pyrimidine-6-carboxylic acid methyl ester), NC1=C(O[C@@H]2CN(CCC2)C(=O)OC(C)(C)C)C=C(C=C1)C(F)(F)F ((S)-tert-butyl 3-(2-amino-5-(trifluoromethyl)phenoxy)piperidine-1-carboxylate), C1(=CC=C(C=C1)S(=O)(=O)O)C (p-toluenesulfonic acid). The solvent is ClCCl (dichloromethane), C(=O)([O-])[O-].[K+].[K+] (K2CO3), O1CCOCC1 (dioxane). Reaction conditions: temperature 80 celsius. The product is COC(=O)C1=C(C2=C(N=CN=C2NC2=C(C=C(C=C2)C(F)(F)F)O[C@@H]2CN(CCC2)C(=O)OC(C)(C)C)S1)C (4-[2-((S)-1-tert-Butoxycarbonyl-piperidin-3-yloxy)-4-trifluoromethyl-phenylamino]-5-methyl-thieno[2,3-d]pyrimidine-6-carboxylic acid methyl ester). RXN SMILES: [CH3:1][O:2][C:3]([C:5]1[S:14][C:8]2[N:9]=[CH:10][N:11]=[C:12](Cl)[C:7]=2[C:6]=1[CH3:15])=[O:4].[NH2:16][C:17]1[CH:36]=[CH:35][C:34]([C:37]([F:40])([F:39])[F:38])=[CH:33][C:18]=1[O:19][C@H:20]1[CH2:25][CH2:24][CH2:23][N:22]([C:26]([O:28][C:29]([CH3:32])([CH3:31])[CH3:30])=[O:27])[CH2:21]1.C1(C)C=CC(S(O)(=O)=O)=CC=1>O1CCOCC1.ClCCl.C([O-])([O-])=O.[K+].[K+]>[CH3:1][O:2][C:3]([C:5]1[S:14][C:8]2[N:9]=[CH:10][N:11]=[C:12]([NH:16][C:17]3[CH:36]=[CH:35][C:34]([C:37]([F:40])([F:39])[F:38])=[CH:33][C:18]=3[O:19][C@H:20]3[CH2:25][CH2:24][CH2:23][N:22]([C:26]([O:28][C:29]([CH3:32])([CH3:31])[CH3:30])=[O:27])[CH2:21]3)[C:7]=2[C:6]=1[CH3:15])=[O:4] |f:5.6.7|. Reported procedure: 4-Chloro-5-methyl-thieno[2,3-d]pyrimidine-6-carboxylic acid methyl ester (326 mg) and (S)-tert-butyl 3-(2-amino-5-(trifluoromethyl)phenoxy)piperidine-1-carboxylate (485 mg) was dissolved in dioxane (4 ml), p-toluenesulfonic acid (26 mg) was added. The reaction mixture was heated at 80° C. for about 5 h. The mixture was diluted with dichloromethane and 10% aq. K2CO3 solution. The organic layer was separated, passed through a hydrophobic frit and concentrated in vacuo. The residue was purified by ... Reactants: CS(=O)CC(NC(=O)OC(C)(C)C)c1ccccc1C(F)(F)F, ClC(Cl)(Cl)Cl, c1ccc(P(c2ccccc2)c2ccccc2)cc1. Product: CSCC(NC(=O)OC(C)(C)C)c1ccccc1C(F)(F)F. As a reaction SMILES: [CH3:1][S:2](=[O:3])[CH2:4][CH:5]([c:6]1[c:7]([C:12]([F:13])([F:14])[F:15])[cH:8][cH:9][cH:10][cH:11]1)[NH:16][C:17]([O:18][C:19]([CH3:20])([CH3:21])[CH3:22])=[O:23].[Cl:43][C:44]([Cl:45])([Cl:46])[Cl:47].[c:24]1([P:25]([c:26]2[cH:27][cH:28][cH:29][cH:30][cH:31]2)[c:32]2[cH:33][cH:34][cH:35][cH:36][cH:37]2)[cH:38][cH:39][cH:40][cH:41][cH:42]1>>[CH3:1][S:2][CH2:4][CH:5]([c:6]1[c:7]([C:12]([F:13])([F:14])[F:15])[cH:8][cH:9][cH:10][cH:11]1)[NH:16][C:17]([O:18][C:19]([CH3:20])([CH3:21])[CH3:22])=[O:23]. The reactants are ClCCCCOC=1C=C(C2=C(C(OC(N2)=O)(C)C)C1)C (6-(4-chlorobutoxy)-4,4,8-trimethyl-4H-3,1-benzoxazin-2-one), SC1=NC=CC=C1 (2-mercaptopyridine). Yields the product N1=C(C=CC=C1)SCCCCOC=1C=C(C2=C(C(OC(N2)=O)(C)C)C1)C (6-[4-(2-Pyridylmercapto)-butoxy]-4,4,8-trimethyl-4H-3,1-benzoxazin-2-one). As a reaction SMILES: Cl[CH2:2][CH2:3][CH2:4][CH2:5][O:6][C:7]1[CH:8]=[C:9]([CH3:20])[C:10]2[NH:15][C:14](=[O:16])[O:13][C:12]([CH3:18])([CH3:17])[C:11]=2[CH:19]=1.[SH:21][C:22]1[CH:27]=[CH:26][CH:25]=[CH:24][N:23]=1>>[N:23]1[CH:24]=[CH:25][CH:26]=[CH:27][C:22]=1[S:21][CH2:2][CH2:3][CH2:4][CH2:5][O:6][C:7]1[CH:8]=[C:9]([CH3:20])[C:10]2[NH:15][C:14](=[O:16])[O:13][C:12]([CH3:18])([CH3:17])[C:11]=2[CH:19]=1. Procedure: Prepared analogously to Example 1 from 6-(4-chlorobutoxy)-4,4,8-trimethyl-4H-3,1-benzoxazin-2-one and 2-mercaptopyridine. Starting materials: C=CCc1ccc(OC)cc1, ClCCl, O=C(OO)c1cccc(Cl)c1. The product is COc1ccc(CC2CO2)cc1. As a reaction SMILES: [CH2:1]([CH:2]=[CH2:3])[c:4]1[cH:5][cH:6][c:7]([O:10][CH3:11])[cH:8][cH:9]1.[Cl:23][CH2:24][Cl:25].[OH:12][O:13][C:14]([c:15]1[cH:16][c:17]([Cl:18])[cH:19][cH:20][cH:21]1)=[O:22]>>[CH2:1]([CH:2]1[CH2:3][O:12]1)[c:4]1[cH:5][cH:6][c:7]([O:10][CH3:11])[cH:8][cH:9]1.